From a dataset of the Open Reaction Database (ORD), a public repository of structured organic reaction records. describe an organic reaction: reactants, conditions, products, and yield Starting materials: ClC1=CC(=CC=C1)C(=O)OO (m-chloroperbenzoic acid), solution, C(C1=CC=CC=C1)N1C2=CC=CC=C2C=2C(=CC(=C(C12)SC)CC(=O)OC(C)C)C (isopropyl (9-benzyl-1-methylthio-4-methylcarbazol-2-yl)acetate). The solvent is O (water). Yields the product C(C1=CC=CC=C1)N1C2=CC=CC=C2C=2C(=CC(=C(C12)S(=O)C)CC(=O)OC(C)C)C (Isopropyl (9-Benzyl-4-methyl-1-methylsulfinylcarbazol-2-yl)acetate). RXN SMILES: ClC1C=CC=C(C(OO)=[O:9])C=1.[CH2:12]([N:19]1[C:31]2[C:30]([S:32][CH3:33])=[C:29]([CH2:34][C:35]([O:37][CH:38]([CH3:40])[CH3:39])=[O:36])[CH:28]=[C:27]([CH3:41])[C:26]=2[C:25]2[C:20]1=[CH:21][CH:22]=[CH:23][CH:24]=2)[C:13]1[CH:18]=[CH:17][CH:16]=[CH:15][CH:14]=1>O>[CH2:12]([N:19]1[C:31]2[C:30]([S:32]([CH3:33])=[O:9])=[C:29]([CH2:34][C:35]([O:37][CH:38]([CH3:39])[CH3:40])=[O:36])[CH:28]=[C:27]([CH3:41])[C:26]=2[C:25]2[C:20]1=[CH:21][CH:22]=[CH:23][CH:24]=2)[C:13]1[CH:18]=[CH:17][CH:16]=[CH:15][CH:14]=1. Procedure: 750 mg of 80% v/v m-chloroperbenzoic acid in water was added gradually to 40 ml of a solution of isopropyl (9-benzyl-1-methylthio-4-methylcarbazol-2-yl)acetate (1.00 g), obtained in a manner similar to that of the title compound of Example 115, in methylene chloride, and the reaction mixture was stirred for 1 hour, with ice-cooling. After this time, the reaction mixture was diluted with an excess of ethyl acetate and washed with a saturated aqueous solution of sodium hydrogen-carbonate. The resu...